Dataset: the Open Reaction Database (ORD), a public repository of structured organic reaction records. Task: describe an organic reaction: reactants, conditions, products, and yield Starting materials: C(C)OCCC1=CC(=C(OCCNC=2C3=C(N=CN2)SC=C3)C=C1)C (4-{2-[4-(2-ethoxyethyl)-2-methylphenoxy]ethylamino}thieno[2,3-d]pyrimidine), C(C(=O)O)(=O)O (oxalic acid). Solvent: CC(=O)C (acetone), CC(=O)C (acetone). Conditions: time 30 minute. Product: C(C(=O)O)(=O)O.C(C)OCCC1=CC(=C(OCCNC=2C3=C(N=CN2)SC=C3)C=C1)C (4-{2-[4-(2-ethoxyethyl)-2-methylphenoxy]ethylamino}thieno[2,3-d]pyrimidine oxalate). The yield is 87.2%. As a reaction SMILES: [CH2:1]([O:3][CH2:4][CH2:5][C:6]1[CH:24]=[CH:23][C:9]([O:10][CH2:11][CH2:12][NH:13][C:14]2[C:15]3[CH:22]=[CH:21][S:20][C:16]=3[N:17]=[CH:18][N:19]=2)=[C:8]([CH3:25])[CH:7]=1)[CH3:2].[C:26]([OH:31])(=[O:30])[C:27]([OH:29])=[O:28]>CC(C)=O>[C:26]([OH:31])(=[O:30])[C:27]([OH:29])=[O:28].[CH2:1]([O:3][CH2:4][CH2:5][C:6]1[CH:24]=[CH:23][C:9]([O:10][CH2:11][CH2:12][NH:13][C:14]2[C:15]3[CH:22]=[CH:21][S:20][C:16]=3[N:17]=[CH:18][N:19]=2)=[C:8]([CH3:25])[CH:7]=1)[CH3:2] |f:3.4|. Procedure: 3.6 g of 4-{2-[4-(2-ethoxyethyl)-2-methylphenoxy]ethylamino}thieno[2,3-d]pyrimidine were dissolved in 30 ml of acetone, and 0.9 g of anhydrous oxalic acid dissolved in 30 ml of acetone was added thereto. Reaction occurred at once, and crystals separated. The mixture was stirred for a further 30 minutes whilst heating. The mixture was cooled, and the crystals were collected by filtration and recrystallized from acetone to give 3.9 g of the title compound as colorless columnar crystals melting at ... The reactants are CCOC(=O)CC1CCC2(CC1)OCCO2, C1CCOC1, C[Si](C)(C)[N-][Si](C)(C)C, COc1ccc2nccc(C=O)c2n1, [Li+]. Yields the product CCOC(=O)C(C1CCC2(CC1)OCCO2)C(O)c1ccnc2ccc(OC)nc12. Reaction SMILES: [CH2:1]([CH3:2])[O:3][C:4]([CH2:5][CH:6]1[CH2:7][CH2:8][C:9]2([O:10][CH2:11][CH2:12][O:13]2)[CH2:14][CH2:15]1)=[O:16].[CH2:41]1[O:42][CH2:43][CH2:44][CH2:45]1.[CH3:18][Si:19]([N-:20][Si:21]([CH3:22])([CH3:23])[CH3:24])([CH3:25])[CH3:26].[CH3:27][O:28][c:29]1[n:30][c:31]2[c:32]([CH:39]=[O:40])[cH:33][cH:34][n:35][c:36]2[cH:37][cH:38]1.[Li+:17]>>[CH2:1]([CH3:2])[O:3][C:4]([CH:5]([CH:6]1[CH2:7][CH2:8][C:9]2([O:10][CH2:11][CH2:12][O:13]2)[CH2:14][CH2:15]1)[CH:39]([c:32]1[c:31]2[n:30][c:29]([O:28][CH3:27])[cH:38][cH:37][c:36]2[n:35][cH:34][cH:33]1)[OH:40])=[O:16].